This data is from the Open Reaction Database (ORD), a public repository of structured organic reaction records. The task is: describe an organic reaction: reactants, conditions, products, and yield Starting materials: CN, CO, FC(F)(F)Oc1ccc(C2COCc3c(Cl)nc(Cl)nc32)cc1. Yields the product CNc1nc(Cl)nc2c1COCC2c1ccc(OC(F)(F)F)cc1. RXN SMILES: [CH3:24][NH2:25].[CH3:26][OH:27].[Cl:1][c:2]1[n:3][c:4]([Cl:23])[c:5]2[c:6]([n:7]1)[CH:8]([c:12]1[cH:13][cH:14][c:15]([O:18][C:19]([F:20])([F:21])[F:22])[cH:16][cH:17]1)[CH2:9][O:10][CH2:11]2>>[Cl:1][c:2]1[n:3][c:4]([NH:25][CH3:24])[c:5]2[c:6]([n:7]1)[CH:8]([c:12]1[cH:13][cH:14][c:15]([O:18][C:19]([F:20])([F:21])[F:22])[cH:16][cH:17]1)[CH2:9][O:10][CH2:11]2. Reactants: Nc1ccc(C=O)cc1, O=S(=O)(O)O. Product: O=Cc1ccc(O)cc1. RXN SMILES: [NH2:1][c:2]1[cH:3][cH:4][c:5]([CH:6]=[O:7])[cH:8][cH:9]1.[S:10]([OH:11])(=[O:12])(=[O:13])[OH:14]>>[c:2]1([OH:11])[cH:3][cH:4][c:5]([CH:6]=[O:7])[cH:8][cH:9]1. Starting materials: CCOC(C)=O, OCc1ncn2c1CN=C(c1ccccc1Cl)c1cc(Cl)ccc1-2, O=S(Cl)Cl. The product is ClCc1ncn2c1CN=C(c1ccccc1Cl)c1cc(Cl)ccc1-2. As a reaction SMILES: [CH2:29]([O:30][C:31](=[O:32])[CH3:33])[CH3:34].[Cl:1][c:2]1[cH:3][cH:4][c:5]2[c:6]([cH:24]1)[C:7]([c:17]1[c:18]([Cl:23])[cH:19][cH:20][cH:21][cH:22]1)=[N:8][CH2:9][c:10]1[n:11]-2[cH:12][n:13][c:14]1[CH2:15][OH:16].[S:25]([Cl:26])([Cl:27])=[O:28]>>[Cl:1][c:2]1[cH:3][cH:4][c:5]2[c:6]([cH:24]1)[C:7]([c:17]1[c:18]([Cl:23])[cH:19][cH:20][cH:21][cH:22]1)=[N:8][CH2:9][c:10]1[n:11]-2[cH:12][n:13][c:14]1[CH2:15][Cl:27]. Reactants: FC1=CC=C(C=C1)C(=C(C=CC(CC(CC(=O)OCC)=O)O)N1N=NN=C1C1=CC=CC=C1)C1=CC=C(C=C1)F (ethyl 9,9-bis(4-fluorophenyl)-5-hydroxy-8-(5-phenyl-1H-tetrazol-1-yl)-3-oxo-6,8-nonadienoate), FC1=CC=C(C=C1)C(=C(C=CC(CC(CC(=O)[O-])=O)O)N1N=NN=C1C)C1=CC=C(C=C1)F (9.9-bis(4-fluorophenyl)-5-hydroxy-8-(5-methyl-1H-tetrazol-1-yl)-3-oxo-6,8-nonadienoate). Yields the product FC1=CC=C(C=C1)C(=C(C=CC(CC(CC(=O)OCC)O)O)N1N=NN=C1C)C1=CC=C(C=C1)F (Ethyl 9,9-bis(4-fluorophenyl)-3,5-dihydroxy-8-(5-methyl-1H-tetrazol-1-yl)-6,8-nonadienoate). Yield: 63.0%. As a reaction SMILES: [F:1][C:2]1[CH:7]=[CH:6][C:5]([C:8]([C:34]2[CH:39]=[CH:38][C:37]([F:40])=[CH:36][CH:35]=2)=[C:9]([N:23]2[C:27]([C:28]3C=CC=CC=3)=[N:26][N:25]=[N:24]2)[CH:10]=[CH:11][CH:12]([OH:22])[CH2:13][C:14](=[O:21])[CH2:15][C:16]([O:18][CH2:19][CH3:20])=[O:17])=[CH:4][CH:3]=1.FC1C=CC(C(C2C=CC(F)=CC=2)=C(N2C(C)=NN=N2)C=CC(O)CC(=O)CC([O-])=O)=CC=1>>[F:1][C:2]1[CH:3]=[CH:4][C:5]([C:8]([C:34]2[CH:39]=[CH:38][C:37]([F:40])=[CH:36][CH:35]=2)=[C:9]([N:23]2[C:27]([CH3:28])=[N:26][N:25]=[N:24]2)[CH:10]=[CH:11][CH:12]([OH:22])[CH2:13][CH:14]([OH:21])[CH2:15][C:16]([O:18][CH2:19][CH3:20])=[O:17])=[CH:6][CH:7]=1. Reported procedure: The general procedure of Example 9 was repeated except that the ethyl 9,9-bis(4-fluorophenyl)-5-hydroxy-8-(5-phenyl-1H-tetrazol-1-yl)-3-oxo-6,8-nonadienoate utilized therein was replaced by 2.0 g of 9.9-bis(4-fluorophenyl)-5-hydroxy-8-(5-methyl-1H-tetrazol-1-yl)-3-oxo-6,8-nonadienoate and there was thereby produced 1.25 g (63%) of the title compound after purification by silica gel column chromatography with ethyl acetate in hexanes as eluent. The reactants are C=C(Cl)C#N, NC(=O)CS, c1ccncc1. The product is N#CC(Cl)CSCC(N)=O. Reaction SMILES: [Cl:6][C:7]([C:8]#[N:9])=[CH2:10].[SH:1][CH2:2][C:3](=[O:4])[NH2:5].[cH:11]1[cH:12][cH:13][n:14][cH:15][cH:16]1>>[S:1]([CH2:2][C:3](=[O:4])[NH2:5])[CH2:10][CH:7]([Cl:6])[C:8]#[N:9]. The reactants are COCCBr, CC(C)(C)OC(=O)NC(C(=O)O)c1ccc(OCCOC2CCCCO2)cc1. The product is COCCOc1ccc(C(NC(=O)OC(C)(C)C)C(=O)O)cc1. Reaction SMILES: [Br:29][CH2:30][CH2:31][O:32][CH3:33].[C:1]([CH3:2])([CH3:3])([CH3:4])[O:5][C:6](=[O:7])[NH:8][CH:9]([C:10](=[O:11])[OH:12])[c:13]1[cH:14][cH:15][c:16]([O:19][CH2:20][CH2:21][O:22][CH:23]2[CH2:24][CH2:25][CH2:26][CH2:27][O:28]2)[cH:17][cH:18]1>>[C:1]([CH3:2])([CH3:3])([CH3:4])[O:5][C:6](=[O:7])[NH:8][CH:9]([C:10](=[O:11])[OH:12])[c:13]1[cH:14][cH:15][c:16]([O:19][CH2:20][CH2:21][O:22][CH3:23])[cH:17][cH:18]1. Product: N#Cc1cc2c(Oc3ccc(Cl)cc3)cncc2s1. As a reaction SMILES: [CH3:40][CH2:41][O:42][C:43](=[O:44])[CH3:45].[Cl:1][c:2]1[cH:3][cH:4][c:5]([O:6][c:7]2[c:8]3[c:9]([cH:10][n:11][cH:12]2)[s:13][c:14]([C:16](=[O:17])[NH2:18])[cH:15]3)[cH:19][cH:20]1.[F:21][C:22]([F:23])([F:24])[C:25]([O:26][C:27](=[O:28])[C:29]([F:30])([F:31])[F:32])=[O:33].[cH:34]1[cH:35][cH:36][n:37][cH:38][cH:39]1>>[Cl:1][c:2]1[cH:3][cH:4][c:5]([O:6][c:7]2[c:8]3[c:9]([cH:10][n:11][cH:12]2)[s:13][c:14]([C:16]#[N:18])[cH:15]3)[cH:19][cH:20]1. Starting materials: CCOC(C)=O, NC(=O)c1cc2c(Oc3ccc(Cl)cc3)cncc2s1, O=C(OC(=O)C(F)(F)F)C(F)(F)F, c1ccncc1. Starting materials: P(OCC)(OCC)[O-] (diethyl phosphite), C=O (paraformaldehyde). The solvent is C(C)N(CC)CC (triethylamine), C(C)N(CC)CC (triethylamine). Reaction conditions: time 8 hour. Yields the product OCP(OCC)(OCC)=O (Diethyl Hydroxymethylphosphonate). The yield is 52.9%. RXN SMILES: [P:1]([O-:8])([O:5][CH2:6][CH3:7])[O:2][CH2:3][CH3:4].[CH2:9]=[O:10]>C(N(CC)CC)C>[OH:10][CH2:9][P:1](=[O:8])([O:5][CH2:6][CH3:7])[O:2][CH2:3][CH3:4]. Reported procedure: To a 2 liter, round bottomed flask fitted with a nitrogen inlet were added 500 grams (3.6 mole) of diethyl phosphite (Aldrich), 120 grams (3.8 mole) of paraformaldehyde (Baker) and approximately 6 milliliters of triethylamine. The mixture was stirred overnight at room temperature but no visible reaction had occurred so approximately 10 milliliters more of triethylamine was added and the mixture was slowly warmed to 90° C. The solution was heated for approximately an additional hour, filtered hot... Yields the product COc1ccc(C(=O)Nc2ccccc2)cc1NS(=O)(=O)c1cc(Cl)cc(Cl)c1. Reactants: CN(C)c1ccncc1, O=S(=O)(Cl)c1cc(Cl)cc(Cl)c1, COc1ccc(C(=O)Nc2ccccc2)cc1N. Reaction SMILES: [CH3:31][N:32]([CH3:33])[c:34]1[cH:35][cH:36][n:37][cH:38][cH:39]1.[Cl:19][c:20]1[cH:21][c:22]([S:27](=[O:28])(=[O:29])[Cl:30])[cH:23][c:24]([Cl:26])[cH:25]1.[NH2:1][c:2]1[cH:3][c:4]([C:5](=[O:6])[NH:7][c:8]2[cH:9][cH:10][cH:11][cH:12][cH:13]2)[cH:14][cH:15][c:16]1[O:17][CH3:18]>>[NH:1]([c:2]1[cH:3][c:4]([C:5](=[O:6])[NH:7][c:8]2[cH:9][cH:10][cH:11][cH:12][cH:13]2)[cH:14][cH:15][c:16]1[O:17][CH3:18])[S:27]([c:22]1[cH:21][c:20]([Cl:19])[cH:25][c:24]([Cl:26])[cH:23]1)(=[O:28])=[O:29].